Dataset: the Open Reaction Database (ORD), a public repository of structured organic reaction records. Task: describe an organic reaction: reactants, conditions, products, and yield Starting materials: FC1=CC(=C(C=C1)NC=1C2=C(N=CN1)SC(=C2C)C(=O)O)O[C@@H]2C[C@H](CCC2)O (racemic racemic 4-[4-Fluoro-2-((trans)-3-hydroxy-cyclohexyloxy)-phenylamino]-5-methyl-thieno[2,3-d]pyrimidine-6-carboxylic acid), N (ammonia). Yields the product FC1=CC(=C(C=C1)NC=1C2=C(N=CN1)SC(=C2C)C(=O)N)O[C@@H]2C[C@H](CCC2)O (Racemic 4-[4-Fluoro-2-((trans)-3-hydroxy-cyclohexyloxy)-phenylamino]-5-methyl-thieno[2,3-d]pyrimidine-6-carboxylic acid amide). RXN SMILES: [F:1][C:2]1[CH:7]=[CH:6][C:5]([NH:8][C:9]2[C:10]3[C:17]([CH3:18])=[C:16]([C:19](O)=[O:20])[S:15][C:11]=3[N:12]=[CH:13][N:14]=2)=[C:4]([O:22][C@H:23]2[CH2:28][CH2:27][CH2:26][C@H:25]([OH:29])[CH2:24]2)[CH:3]=1.[NH3:30]>>[F:1][C:2]1[CH:7]=[CH:6][C:5]([NH:8][C:9]2[C:10]3[C:17]([CH3:18])=[C:16]([C:19]([NH2:30])=[O:20])[S:15][C:11]=3[N:12]=[CH:13][N:14]=2)=[C:4]([O:22][C@H:23]2[CH2:28][CH2:27][CH2:26][C@H:25]([OH:29])[CH2:24]2)[CH:3]=1. Procedure: Prepared analogously to example 1.4 from 5.6 g racemic racemic 4-[4-Fluoro-2-((trans)-3-hydroxy-cyclohexyloxy)-phenylamino]-5-methyl-thieno[2,3-d]pyrimidine-6-carboxylic acid and 100 ml ammonia (0.5 M in THF). Starting materials: OC1=CC=C(CO)C=C1 (4-Hydroxybenzyl alcohol), BrCCCC(=O)OCC (ethyl 4-bromobutyrate), C([O-])([O-])=O.[K+].[K+] (potassium carbonate), [I-].[Na+] (sodium iodide). Product: OCC1=CC=C(OCCCC(=O)OCC)C=C1 (4-[4-(hydroxymethyl)phenoxy]butanoic acid, ethyl ester). Isolated yield 90.1%. As a reaction SMILES: [OH:1][C:2]1[CH:9]=[CH:8][C:5]([CH2:6][OH:7])=[CH:4][CH:3]=1.Br[CH2:11][CH2:12][CH2:13][C:14]([O:16][CH2:17][CH3:18])=[O:15].C(=O)([O-])[O-].[K+].[K+].[I-].[Na+]>>[OH:7][CH2:6][C:5]1[CH:8]=[CH:9][C:2]([O:1][CH2:11][CH2:12][CH2:13][C:14]([O:16][CH2:17][CH3:18])=[O:15])=[CH:3][CH:4]=1 |f:2.3.4,5.6|. Procedure: 4-Hydroxybenzyl alcohol (1 g, 8.06 mmol) is treated with 1.73 g (8.86 mmol) of ethyl 4-bromobutyrate, 3.34 g (24.2 mmol) of potassium carbonate and a catalytic amount (120 mg 0.81 mmol) of sodium iodide under the same conditions as described in Preparation 3 to give 1.73 g of 4-[4-(hydroxymethyl)phenoxy]butanoic acid, ethyl ester as a light brown oil (90%). The product is utilized in the next reaction without further purification. The 1H NMR (300 MHz, CDCl3) is consistent with the desired produc... The reactants are B, C1CCOC1, C1CCOC1, C=Cc1cc(C(=O)OC)cc2cc(OCc3ccccc3)ccc12, Cl, [Na+], [OH-], O, OO. The product is COC(=O)c1cc(C(C)O)c2ccc(OCc3ccccc3)cc2c1. As a reaction SMILES: [BH3:25].[CH2:26]1[CH2:29][CH2:28][CH2:27][O:30]1.[CH2:36]1[O:37][CH2:38][CH2:39][CH2:40]1.[CH:1](=[CH2:2])[c:3]1[cH:4][c:5]([C:21](=[O:22])[O:23][CH3:24])[cH:6][c:7]2[cH:8][c:9]([O:13][CH2:14][c:15]3[cH:16][cH:17][cH:18][cH:19][cH:20]3)[cH:10][cH:11][c:12]12.[ClH:35].[Na+:32].[OH-:31].[OH2:41].[OH:33][OH:34]>>[CH:1]([CH3:2])([c:3]1[cH:4][c:5]([C:21](=[O:22])[O:23][CH3:24])[cH:6][c:7]2[cH:8][c:9]([O:13][CH2:14][c:15]3[cH:16][cH:17][cH:18][cH:19][cH:20]3)[cH:10][cH:11][c:12]12)[OH:30]. The reactants are OC1=CC(=C(C=O)C=C1)OC (4-hydroxy-2-methoxybenzaldehyde), C([O-])([O-])=O.[K+].[K+] (potassium carbonate), Cl.ClCCN1CCCCC1 (1-(2-chloroethyl)piperidine hydrochloride). The reagents and catalysts are [Br-].C(CCC)[N+](CCCC)(CCCC)CCCC (tetrabutylammonium bromide). Run in CN(C=O)C (N,N-dimethylformamide), C(C)(=O)OCC (ethyl acetate). Conditions: temperature 100 celsius, time 8 hour. The product is COC1=C(C=O)C=CC(=C1)OCCN1CCCCC1 (2-methoxy-4-(2-piperidinoethoxy)benzaldehyde). Isolated yield 16.9%. Reaction SMILES: [OH:1][C:2]1[CH:9]=[CH:8][C:5]([CH:6]=[O:7])=[C:4]([O:10][CH3:11])[CH:3]=1.C(=O)([O-])[O-].[K+].[K+].Cl.Cl[CH2:20][CH2:21][N:22]1[CH2:27][CH2:26][CH2:25][CH2:24][CH2:23]1>CN(C)C=O.[Br-].C([N+](CCCC)(CCCC)CCCC)CCC.C(OCC)(=O)C>[CH3:11][O:10][C:4]1[CH:3]=[C:2]([O:1][CH2:20][CH2:21][N:22]2[CH2:27][CH2:26][CH2:25][CH2:24][CH2:23]2)[CH:9]=[CH:8][C:5]=1[CH:6]=[O:7] |f:1.2.3,4.5,7.8|. Reported procedure: In 2.0 mL of N,N-dimethylformamide were dissolved 304 mg (2.00 mmol) of 4-hydroxy-2-methoxybenzaldehyde, 0.55 g (4.0 mmol) of potassium carbonate, and 64 mg (0.20 mmol) of tetrabutylammonium bromide. To this solution was added 0.74 g (4.0 mmol) of 1-(2-chloroethyl)piperidine hydrochloride and the mixture was stirred at 100° C. overnight. The resulting reaction mixture was diluted with ethyl acetate (100 mL), washed with water and then with saturated brine (each in an amount of 20 mL), and dried ...